Task: describe an organic reaction: reactants, conditions, products, and yield. Dataset: the Open Reaction Database (ORD), a public repository of structured organic reaction records Reactants: FC1=C(C=CC=C1)N1N=NC(=C1C1=CC=NC=C1)C1=NC(=NO1)C1=CC=C(C=O)C=C1 (4-(5-(1-(2-fluorophenyl)-5-(pyridin-4-yl)-1H-1,2,3-triazol-4-yl)-1,2,4-oxadiazol-3-yl)benzaldehyde), Cl.N1CCC1 (azetidine hydrochloride). The product is N1(CCC1)CC1=CC=C(C=C1)C1=NOC(=N1)C=1N=NN(C1C1=CC=NC=C1)C1=C(C=CC=C1)F (4-[4-{3-[4-(azetidin-1-ylmethyl)phenyl]-1,2,4-oxadiazol-5-yl}-1-(2-fluorophenyl)-1H-1,2,3-triazol-5-yl]pyridine), Example 138. Reaction SMILES: [F:1][C:2]1[CH:7]=[CH:6][CH:5]=[CH:4][C:3]=1[N:8]1[C:12]([C:13]2[CH:18]=[CH:17][N:16]=[CH:15][CH:14]=2)=[C:11]([C:19]2[O:23][N:22]=[C:21]([C:24]3[CH:31]=[CH:30][C:27]([CH:28]=O)=[CH:26][CH:25]=3)[N:20]=2)[N:10]=[N:9]1.Cl.[NH:33]1[CH2:36][CH2:35][CH2:34]1>>[N:33]1([CH2:28][C:27]2[CH:30]=[CH:31][C:24]([C:21]3[N:20]=[C:19]([C:11]4[N:10]=[N:9][N:8]([C:3]5[CH:4]=[CH:5][CH:6]=[CH:7][C:2]=5[F:1])[C:12]=4[C:13]4[CH:18]=[CH:17][N:16]=[CH:15][CH:14]=4)[O:23][N:22]=3)=[CH:25][CH:26]=2)[CH2:36][CH2:35][CH2:34]1 |f:1.2|. Reported procedure: The title compound was prepared following the procedure described for Example 94, but starting from 4-(5-(1-(2-fluorophenyl)-5-(pyridin-4-yl)-1H-1,2,3-triazol-4-yl)-1,2,4-oxadiazol-3-yl)benzaldehyde, obtained as described in Example 113, Step 1, (100 mg; 0.24 mmol) and azetidine hydrochloride (45.4 mg; 0.48 mmol) to give Example 138 as a white solid. 1H NMR: (DMSO-d6, 400 MHz) δ 8.75 (2H, dd, J=4.6, 1.6 Hz), 7.96-7.87 (3H, m), 7.76-7.69 (1H, m), 7.61 (2H, dd, J=4.6, 1.6 Hz), 7.51 (4H, t, J=8.1 H... The reactants are COC(=O)C(CC1CCCCC1)N1CC(Oc2c(F)cccc2Cl)=CC1=O, CCOCC, [Li+], C1CCOC1, [OH-], O. Yields the product O=C(O)C(CC1CCCCC1)N1CC(Oc2c(F)cccc2Cl)=CC1=O. Reaction SMILES: [CH3:1][O:2][C:3]([CH:4]([CH2:5][CH:6]1[CH2:7][CH2:8][CH2:9][CH2:10][CH2:11]1)[N:12]1[C:13](=[O:26])[CH:14]=[C:15]([O:17][c:18]2[c:19]([Cl:25])[cH:20][cH:21][cH:22][c:23]2[F:24])[CH2:16]1)=[O:27].[CH3:31][CH2:32][O:33][CH2:34][CH3:35].[Li+:28].[O:36]1[CH2:37][CH2:38][CH2:39][CH2:40]1.[OH-:29].[OH2:30]>>[O:2]=[C:3]([CH:4]([CH2:5][CH:6]1[CH2:7][CH2:8][CH2:9][CH2:10][CH2:11]1)[N:12]1[C:13](=[O:26])[CH:14]=[C:15]([O:17][c:18]2[c:19]([Cl:25])[cH:20][cH:21][cH:22][c:23]2[F:24])[CH2:16]1)[OH:27]. The reactants are CCOC(C)=O, Cc1ccccc1, O=C(OC(Cl)(Cl)Cl)OC(Cl)(Cl)Cl, FC(F)(F)Oc1ccc(N2CCNCC2)cc1, c1ccncc1. Yields the product O=C(Cl)N1CCN(c2ccc(OC(F)(F)F)cc2)CC1. As a reaction SMILES: [CH3:36][CH2:37][O:38][C:39](=[O:40])[CH3:41].[CH3:42][c:43]1[cH:44][cH:45][cH:46][cH:47][cH:48]1.[Cl:18][C:19]([Cl:20])([O:21][C:22](=[O:23])[O:24][C:25]([Cl:26])([Cl:27])[Cl:28])[Cl:29].[F:1][C:2]([O:3][c:4]1[cH:5][cH:6][c:7]([N:10]2[CH2:11][CH2:12][NH:13][CH2:14][CH2:15]2)[cH:8][cH:9]1)([F:16])[F:17].[cH:30]1[cH:31][cH:32][n:33][cH:34][cH:35]1>>[F:1][C:2]([O:3][c:4]1[cH:5][cH:6][c:7]([N:10]2[CH2:11][CH2:12][N:13]([C:19]([Cl:18])=[O:21])[CH2:14][CH2:15]2)[cH:8][cH:9]1)([F:16])[F:17]. Reported procedure: In the same fashion as for Compound III, (1S,2S,3R,4R)-3-(2,3-Diamino-5-chloro-pyridin-4-ylamino)-bicyclo[2.2.1]hept-5-ene-2-carboxylic acid amide and 3-Dimethylamino-benzaldehyde were reacted to produce the title compound (86%). 1H NMR (d-chloroform): 16.5 (br s, 1H), 8.37 (d, J=8 Hz, 1H), 7.83 (s, 1H), 7.72 (s, 1H), 7.61 (d, J=8 Hz, 1H), 7.45 (t, J=8 Hz, 1H), 7.06 (dd, J=2.8 Hz, 1H), 6.51 (m, 1H), 6.42 (m, 1H), 5.98 (m, 1H), 5.62 (m, 1H), 5.38 (t, J=8 Hz, 1H), 3.17 (s, 1H), 3.13 (s, 6H), 3.06 ... Yields the product ClC=1C(=C2C(=NC1)NC(=N2)C2=CC(=CC=C2)N(C)C)N[C@H]2[C@H]([C@@H]1C=C[C@H]2C1)C(=O)N ((1S,2S,3R,4R)-3-[6-Chloro-2-(3-dimethylamino-phenyl)-3H-imidazo[4,5-b]pyridin-7-ylamino]-bicyclo[2.2.1]hept-5-ene-2-carboxylic acid amide). The reactants are FC(C(=O)O)(F)F.ClC=1C(=C2C(=NC1)NC(=N2)C2=CC=C(C=C2)CN2CCOCC2)N[C@H]2[C@H]([C@@H]1C=C[C@H]2C1)C(=O)N ((1S,2S,3R,4R)-3-[6-Chloro-2-(4-morpholin-4-ylmethyl-phenyl)-3H-imidazo[4,5-b]pyridine-7-ylamino]-bicyclo[2.2.1]hept-5-ene-2-carboxylic acid amide-trifluoroacetate salt), NC1=NC=C(C(=C1N)N[C@H]1[C@H]([C@@H]2C=C[C@H]1C2)C(=O)N)Cl ((1S,2S,3R,4R)-3-(2,3-Diamino-5-chloro-pyridin-4-ylamino)-bicyclo[2.2.1]hept-5-ene-2-carboxylic acid amide), CN(C=1C=C(C=O)C=CC1)C (3-Dimethylamino-benzaldehyde). Isolated yield 86.0%. As a reaction SMILES: FC(F)(F)C(O)=O.[Cl:8][C:9]1[C:10]([NH:31][C@@H:32]2[C@@H:37]3[CH2:38][C@@H:34]([CH:35]=[CH:36]3)[C@@H:33]2[C:39]([NH2:41])=[O:40])=[C:11]2[N:17]=[C:16]([C:18]3[CH:23]=C[C:21]([CH2:24][N:25]4[CH2:30]COC[CH2:26]4)=[CH:20][CH:19]=3)[NH:15][C:12]2=[N:13][CH:14]=1.NC1C(N)=C(N[C@@H]2[C@@H]3C[C@@H](C=C3)[C@@H]2C(N)=O)C(Cl)=CN=1.CN(C)C1C=C(C=CC=1)C=O>>[Cl:8][C:9]1[C:10]([NH:31][C@@H:32]2[C@@H:37]3[CH2:38][C@@H:34]([CH:35]=[CH:36]3)[C@@H:33]2[C:39]([NH2:41])=[O:40])=[C:11]2[N:17]=[C:16]([C:18]3[CH:19]=[CH:20][CH:21]=[C:24]([N:25]([CH3:30])[CH3:26])[CH:23]=3)[NH:15][C:12]2=[N:13][CH:14]=1 |f:0.1|.